Dataset: the Open Reaction Database (ORD), a public repository of structured organic reaction records. Task: describe an organic reaction: reactants, conditions, products, and yield The reactants are COc1cc([N+](=O)[O-])ccc1S(=O)(=O)Cl, [Cl-], [NH4+], [NH4+], [OH-]. Yields the product COc1cc([N+](=O)[O-])ccc1S(N)(=O)=O. RXN SMILES: [CH3:3][O:4][c:5]1[c:6]([S:14](=[O:15])(=[O:16])[Cl:17])[cH:7][cH:8][c:9]([N+:11](=[O:12])[O-:13])[cH:10]1.[Cl-:18].[NH4+:19].[NH4+:1].[OH-:2]>>[NH2:1][S:14]([c:6]1[c:5]([O:4][CH3:3])[cH:10][c:9]([N+:11](=[O:12])[O-:13])[cH:8][cH:7]1)(=[O:15])=[O:16]. The reactants are CCN(C(C)C)C(C)C, CCCCc1cc(CCC=O)n(-c2ccccc2)n1, c1ccc(N2CCNCC2)cc1. Yields the product CCCCc1cc(CCCN2CCN(c3ccccc3)CC2)n(-c2ccccc2)n1. RXN SMILES: [CH:32]([N:33]([CH2:34][CH3:35])[CH:36]([CH3:37])[CH3:38])([CH3:39])[CH3:40].[c:1]1(-[n:7]2[n:8][c:9]([CH2:16][CH2:17][CH2:18][CH3:19])[cH:10][c:11]2[CH2:12][CH2:13][CH:14]=[O:15])[cH:2][cH:3][cH:4][cH:5][cH:6]1.[c:20]1([N:26]2[CH2:27][CH2:28][NH:29][CH2:30][CH2:31]2)[cH:21][cH:22][cH:23][cH:24][cH:25]1>>[c:1]1(-[n:7]2[n:8][c:9]([CH2:16][CH2:17][CH2:18][CH3:19])[cH:10][c:11]2[CH2:12][CH2:13][CH2:14][N:29]2[CH2:28][CH2:27][N:26]([c:20]3[cH:21][cH:22][cH:23][cH:24][cH:25]3)[CH2:31][CH2:30]2)[cH:2][cH:3][cH:4][cH:5][cH:6]1. Reactants: COc1ccc(C(=O)O)c([N+](=O)[O-])c1, O=S(Cl)Cl. Product: COc1ccc(C(=O)Cl)c([N+](=O)[O-])c1. Reaction SMILES: [CH3:1][O:2][c:3]1[cH:4][c:5]([N+:12](=[O:13])[O-:14])[c:6]([C:7](=[O:8])[OH:9])[cH:10][cH:11]1.[S:15]([Cl:16])([Cl:17])=[O:18]>>[CH3:1][O:2][c:3]1[cH:4][c:5]([N+:12](=[O:13])[O-:14])[c:6]([C:7](=[O:8])[Cl:17])[cH:10][cH:11]1.